This data is from the Open Reaction Database (ORD), a public repository of structured organic reaction records. The task is: describe an organic reaction: reactants, conditions, products, and yield Procedure: The titled compound was prepared in a manner analogous to Example 171, substituting 3-cyanobenzaldehyde for benzaldehyde in step A. Step C yielded a mixture of 1-[6-(3-cyano-benzylamino)-4-oxo-3,4-dihydro-quinazolin-2-yl]-1H-pyrazole-4-carboxylic acid, the titled compound, and 1-[6-amino-4-oxo-3,4-dihydro-quinazolin-2-yl]-1H-pyrazole-4-carboxylic acid, which was separated by reverse-phase HPLC. The product is C(N)(=O)C=1C=C(CNC=2C=C3C(NC(=NC3=CC2)N2N=CC(=C2)C(=O)O)=O)C=CC1 (1-[6-(3-Carbamoyl-benzylamino)-4-oxo-3,4-dihydro-quinazolin-2-yl]-1H-pyrazole-4-carboxylic acid). RXN SMILES: C(=[O:8])C1C=CC=CC=1.[C:9]([C:11]1[CH:12]=[C:13]([CH:35]=[CH:36][CH:37]=1)[CH2:14][NH:15][C:16]1[CH:17]=[C:18]2[C:23](=[CH:24][CH:25]=1)[N:22]=[C:21]([N:26]1[CH:30]=[C:29]([C:31]([OH:33])=[O:32])[CH:28]=[N:27]1)[NH:20][C:19]2=[O:34])#[N:10]>>[C:9]([C:11]1[CH:12]=[C:13]([CH:35]=[CH:36][CH:37]=1)[CH2:14][NH:15][C:16]1[CH:17]=[C:18]2[C:23](=[CH:24][CH:25]=1)[N:22]=[C:21]([N:26]1[CH:30]=[C:29]([C:31]([OH:33])=[O:32])[CH:28]=[N:27]1)[NH:20][C:19]2=[O:34])(=[O:8])[NH2:10]. Starting materials: C(C1=CC=CC=C1)=O (benzaldehyde), C(#N)C=1C=C(CNC=2C=C3C(NC(=NC3=CC2)N2N=CC(=C2)C(=O)O)=O)C=CC1 (1-[6-(3-cyano-benzylamino)-4-oxo-3,4-dihydro-quinazolin-2-yl]-1H-pyrazole-4-carboxylic acid). Starting materials: [N+](=O)([O-])C1=CC=C(NC(CCC(=O)O)=O)C=C1 (p-Nitrosuccinanilic acid). Reagents/catalysts: [Pd] (palladium on carbon). The solvent is C(C)O (ethanol). Product: NC1=CC=C(NC(CCC(=O)O)=O)C=C1 (p-aminosuccinanilic acid). Reaction SMILES: [N+:1]([C:4]1[CH:17]=[CH:16][C:7]([NH:8][C:9](=[O:15])[CH2:10][CH2:11][C:12]([OH:14])=[O:13])=[CH:6][CH:5]=1)([O-])=O>C(O)C.[Pd]>[NH2:1][C:4]1[CH:5]=[CH:6][C:7]([NH:8][C:9](=[O:15])[CH2:10][CH2:11][C:12]([OH:14])=[O:13])=[CH:16][CH:17]=1. Procedure details: p-Nitrosuccinanilic acid, prepared according to J. Am. Chem. Soc., 67, 1220 was reduced catalytically in ethanol with 5% palladium on carbon catalyst to give p-aminosuccinanilic acid. m.p. = 180°-181° C. Starting materials: C=CCC1(C)CC(c2cccc(Cl)c2)C(c2ccc(Cl)cc2)N(C(CO)C2CC2)C1=O, SCc1ccccc1, CC#N. Product: C=CCC1(C)CC(c2cccc(Cl)c2)C(c2ccc(Cl)cc2)N(C(CSCc2ccccc2)C2CC2)C1=O. Reaction SMILES: [CH2:1]([CH:2]=[CH2:3])[C:4]1([CH3:31])[C:5](=[O:30])[N:6]([CH:24]([CH2:25][OH:26])[CH:27]2[CH2:28][CH2:29]2)[CH:7]([c:17]2[cH:18][cH:19][c:20]([Cl:23])[cH:21][cH:22]2)[CH:8]([c:10]2[cH:11][c:12]([Cl:16])[cH:13][cH:14][cH:15]2)[CH2:9]1.[CH2:32]([c:33]1[cH:34][cH:35][cH:36][cH:37][cH:38]1)[SH:39].[CH3:40][C:41]#[N:42]>>[CH2:1]([CH:2]=[CH2:3])[C:4]1([CH3:31])[C:5](=[O:30])[N:6]([CH:24]([CH2:25][S:39][CH2:32][c:33]2[cH:34][cH:35][cH:36][cH:37][cH:38]2)[CH:27]2[CH2:28][CH2:29]2)[CH:7]([c:17]2[cH:18][cH:19][c:20]([Cl:23])[cH:21][cH:22]2)[CH:8]([c:10]2[cH:11][c:12]([Cl:16])[cH:13][cH:14][cH:15]2)[CH2:9]1. Reactants: CC(C)(C)[O-], CCO, CCOC=O, Cl, [K+], O, O=C1Cc2ccccc2N1c1ccccc1. Yields the product O=C1C(=CO)c2ccccc2N1c1ccccc1. RXN SMILES: [CH3:1][C:2]([CH3:3])([O-:4])[CH3:5].[CH3:30][CH2:31][OH:32].[CH:23]([O:24][CH2:25][CH3:26])=[O:27].[ClH:28].[K+:6].[OH2:29].[c:7]1([N:13]2[C:14](=[O:22])[CH2:15][c:16]3[cH:17][cH:18][cH:19][cH:20][c:21]32)[cH:8][cH:9][cH:10][cH:11][cH:12]1>>[CH:2]([OH:4])=[C:15]1[C:14](=[O:22])[N:13]([c:7]2[cH:8][cH:9][cH:10][cH:11][cH:12]2)[c:21]2[c:16]1[cH:17][cH:18][cH:19][cH:20]2. The reactants are COC(C(CC(=CCC=1C(=C2C(OCC2=C(C1OC)C)=O)OCC[Si](C)(C)C)C)P(=O)(OC)OC)=O (2-(dimethoxy-phosphoryl)-6-[6-methoxy-7-methyl-3-oxo-4-(2-trimethylsilanyl-ethoxy)-1,3-dihydro-isobenzofuran-5-yl]-4-methyl-hex-4-enoic acid methyl ester), C[Si](C)(C)Br (trimethylsilyl bromide), N1=C(C=CC=C1C)C (2,6-lutidine). The solvent is C(C)#N (acetonitrile). Conditions: time 10 minute. Yields the product COC(C(CC(=CCC=1C(=C2C(OCC2=C(C1OC)C)=O)O)C)P(=O)(O)O)=O (6-(4-Hydroxy-6-methoxy-7-methyl-3-oxo-1,3-dihydro-isobenzofuran-5-yl)-4-methyl-2-phosphono-hex-4-enoic acid methyl ester). Yield: 79.0%. As a reaction SMILES: [CH3:1][O:2][C:3](=[O:36])[CH:4]([P:30]([O:34]C)([O:32]C)=[O:31])[CH2:5][C:6]([CH3:29])=[CH:7][CH2:8][C:9]1[C:10]([O:22]CC[Si](C)(C)C)=[C:11]2[C:15](=[C:16]([CH3:20])[C:17]=1[O:18][CH3:19])[CH2:14][O:13][C:12]2=[O:21].C[Si](Br)(C)C.N1C(C)=CC=CC=1C>C(#N)C>[CH3:1][O:2][C:3](=[O:36])[CH:4]([P:30]([OH:34])([OH:32])=[O:31])[CH2:5][C:6]([CH3:29])=[CH:7][CH2:8][C:9]1[C:10]([OH:22])=[C:11]2[C:15](=[C:16]([CH3:20])[C:17]=1[O:18][CH3:19])[CH2:14][O:13][C:12]2=[O:21]. Reported procedure: To a solution of 2-(dimethoxy-phosphoryl)-6-[6-methoxy-7-methyl-3-oxo-4-(2-trimethylsilanyl-ethoxy)-1,3-dihydro-isobenzofuran-5-yl]-4-methyl-hex-4-enoic acid methyl ester (30 mg, 0.055 mmol) in acetonitrile (2 mL) was added trimethylsilyl bromide (0.18 mL). After 10 minutes, 2,6-lutidine (0.16 mL) was added to the reaction at ambient temperature. The reaction was allowed to proceed for 16 hours before it was concentrated to dryness. The residue was resuspended in a solution of DMF: H2O (8:2, 1 m... The reactants are ester, C1(=CC=CC=C1)C(C(=O)C1=CC=CC=C1)=NN (Benzilmonohydrazone), C1(=CC=CC=C1)S(=O)(=O)CC(=O)OCC (ethyl α-phenylsulfonylacetate), [O-]CC.[Na+] (sodium ethoxide). Run in C(C)O (ethanol). The product is C1(=CC=CC=C1)S(=O)(=O)C=1C(NN=C(C1C1=CC=CC=C1)C1=CC=CC=C1)=O (4-Phenylsulfonyl-5,6-Bisphenyl-2H-Pyridazin-3-One). Isolated yield 34.0%. RXN SMILES: [C:1]1([C:7](=[N:16][NH2:17])[C:8]([C:10]2[CH:15]=[CH:14][CH:13]=[CH:12][CH:11]=2)=O)[CH:6]=[CH:5][CH:4]=[CH:3][CH:2]=1.[C:18]1([S:24]([CH2:27][C:28](OCC)=[O:29])(=[O:26])=[O:25])[CH:23]=[CH:22][CH:21]=[CH:20][CH:19]=1.[O-]CC.[Na+]>C(O)C>[C:18]1([S:24]([C:27]2[C:28](=[O:29])[NH:17][N:16]=[C:7]([C:1]3[CH:6]=[CH:5][CH:4]=[CH:3][CH:2]=3)[C:8]=2[C:10]2[CH:15]=[CH:14][CH:13]=[CH:12][CH:11]=2)(=[O:25])=[O:26])[CH:19]=[CH:20][CH:21]=[CH:22][CH:23]=1 |f:2.3|. Procedure details: Benzilmonohydrazone (20.3 g) and ethyl α-phenylsulfonylacetate (22.8 g) were charged to a dry reaction flask in absolute ethanol (250 ml). With stirring, sodium ethoxide (6.8 g) was added portionwise When addition was complete, the reaction was heated to reflux for 12 hours. During this time, a 10 percent excess (2.3 g) of the ester was added. The cooled solution was quenched in an equal volume of water and concentrated HCl was added to precipitate a solid. The product was filtered from the cold... The reactants are C1(=CC=CC=C1)C=C(CO)C (3-Phenyl-2-methyl-2-propen-1-ol), C(C)(OC)(OC)OC (trimethyl orthoacetate), C(CC)(=O)O (propionic acid). The product is CC(C(CC(=O)OC)C1=CC=CC=C1)=C (Methyl 4-methyl-3-phenyl-4-pentenoate). Yield: 122.4%. As a reaction SMILES: [C:1]1([CH:7]=[C:8]([CH3:11])[CH2:9]O)[CH:6]=[CH:5][CH:4]=[CH:3][CH:2]=1.[C:12](OC)([O:16][CH3:17])([O:14]C)[CH3:13].C(O)(=O)CC>>[CH3:11][C:8](=[CH2:9])[CH:7]([C:1]1[CH:6]=[CH:5][CH:4]=[CH:3][CH:2]=1)[CH2:13][C:12]([O:16][CH3:17])=[O:14]. Procedure: 3-Phenyl-2-methyl-2-propen-1-ol (50 g, 0.32 mol) and trimethyl orthoacetate (263 g, 2.2 mol) were heated together in the presence of propionic acid (0.3 ml) in a bath at 145° C. for 6 hours, while distilling the methanol formed during the reaction. After removing the residual methanol and the excess orthoacetate under vacuum, the product was purified by distillation through a 20-cm Widmer column. 80 g of the desired product were obtained (yield=78%). B.P.=55° C./0.001 mbar Reported procedure: (1S,4aS,6S,7R,7aR)-6,7-epoxy-1,4a,5,6,7,7a-hexahydro-1-(methylcarbamoyloxy)cyclopenta[c]-pyrane-4-carboxylic acid dimethylamide (Table 4, Compound No. 18), (1S,4aS,6S,7R,7aR)-6,7-epoxy-1,4a,5,6,7,7a-hexahydro-7-methyl-1-(methylcarbamoyloxy)cyclopenta[c]-pyrane-4-carboxylic acid dimethylamide (Table 4, Compound No. 19), (1S,4aS,6S,7R,7aR)-6,7-epoxy-1,4a,5,6,7,7a-hexahydro-7-methyl-1-(methylcarbamoyloxy)cyclopenta[c]-pyrane-4-carboxylic acid pyrrolidylamide (Table 5, Compound No. 25), and (1S,4aS,... The reactants are CN(C(=O)C=1[C@@H]2[C@@H]([C@@H](OC1)OC(NC)=O)[C@@]1([C@H](C2)O1)C)C ((1S,4aS,6S,7R,7aR)-6,7-epoxy-1,4a,5,6,7,7a-hexahydro-7-methyl-1-(methylcarbamoyloxy)cyclopenta[c]-pyrane-4-carboxylic acid dimethylamide), CN(C(=O)C=1[C@@H]2[C@@H]([C@@H](OC1)OC(NC)=O)[C@@H]1[C@H](C2)O1)C ((1S,4aS,6S,7R,7aR)-6,7-epoxy-1,4a,5,6,7,7a-hexahydro-1-(methylcarbamoyloxy)cyclopenta[c]-pyrane-4-carboxylic acid dimethylamide). RXN SMILES: C[N:2]([CH3:20])[C:3]([C:5]1[C@H:6]2[CH2:18][C@@H:17]3O[C@@H:16]3[C@@H:7]2[C@H:8](OC(=O)NC)OC=1)=[O:4].[CH3:21][N:22](C)[C:23]([C:25]1[C@H:26]2[CH2:38][C@@H:37]3[O:39][C@:36]3([CH3:40])[C@@H:27]2[C@H:28]([O:31][C:32](=[O:35])[NH:33][CH3:34])[O:29][CH:30]=1)=[O:24]>>[N:2]1([NH:22][C:23]([C:25]2[C@H:26]3[CH2:38][C@@H:37]4[O:39][C@:36]4([CH3:40])[C@@H:27]3[C@H:28]([O:31][C:32](=[O:35])[NH:33][CH3:34])[O:29][CH:30]=2)=[O:24])[CH2:3][CH2:5][CH2:6][CH2:20]1.[CH2:21]([NH:22][C:23]([C:25]1[C@H:26]2[CH2:38][C@@H:37]3[O:39][C@:36]3([CH3:40])[C@@H:27]2[C@H:28]([O:31][C:32](=[O:35])[NH:33][CH3:34])[O:29][CH:30]=1)=[O:24])[C:8]1[CH:7]=[CH:16][CH:17]=[CH:18][CH:6]=1.[O:39]1[C@@:36]2([CH3:40])[C@@H:37]1[CH2:38][C@@H:26]1[C:25]([C:23]([OH:4])=[O:24])=[CH:30][O:29][C@@H:28]([O:31][C:32](=[O:35])[NH:33][CH3:34])[C@H:27]12. The product is N1(CCCC1)NC(=O)C=1[C@@H]2[C@@H]([C@@H](OC1)OC(NC)=O)[C@@]1([C@H](C2)O1)C ((1S,4aS,6S,7R,7aR)-6,7-epoxy-1,4a,5,6,7,7a-hexahydro-7-methyl-1-(methylcarbamoyloxy)cyclopenta[c]-pyrane-4-carboxylic acid pyrrolidylamide), C(C1=CC=CC=C1)NC(=O)C=1[C@@H]2[C@@H]([C@@H](OC1)OC(NC)=O)[C@@]1([C@H](C2)O1)C ((1S,4aS,6S,7R,7aR)-6,7-epoxy-1,4a,5,6,7,7a-hexahydro-7-methyl-1-(methylcarbamoyloxy)cyclopenta[c]-pyrane-4-carboxylic acid benzylamide), O1[C@H]2C[C@H]3[C@@H]([C@@H](OC=C3C(=O)O)OC(NC)=O)[C@]21C ((1S,4aS,6S,7R,7aR)-6,7-epoxy-1,4a,5,6,7,7a-hexahydro-7-methyl-1-(methylcarbamoyloxy)cyclopenta[c]-pyrane-4-carboxylic acid). The reactants are CC(C)(C)OC(=O)NC(C)(CO)c1ccc2c(C(F)(F)F)c(OC3CCC(C4CCCC4)CC3)ccc2c1, CCN(CC)P(OC(C)(C)C)OC(C)(C)C, ClCCl, C1CCOC1, c1nnn[nH]1. Yields the product CC(C)(C)OC(=O)NC(C)(COP(=O)(OC(C)(C)C)OC(C)(C)C)c1ccc2c(C(F)(F)F)c(OC3CCC(C4CCCC4)CC3)ccc2c1. As a reaction SMILES: [C:1]([CH3:2])([CH3:3])([CH3:4])[O:5][C:6]([NH:7][C:8]([CH2:9][OH:10])([CH3:11])[c:12]1[cH:13][c:14]2[cH:15][cH:16][c:17]([O:26][CH:27]3[CH2:28][CH2:29][CH:30]([CH:33]4[CH2:34][CH2:35][CH2:36][CH2:37]4)[CH2:31][CH2:32]3)[c:18]([C:22]([F:23])([F:24])[F:25])[c:19]2[cH:20][cH:21]1)=[O:38].[CH2:49]([N:50]([CH2:51][CH3:63])[P:52]([O:53][C:54]([CH3:55])([CH3:56])[CH3:57])[O:58][C:59]([CH3:60])([CH3:61])[CH3:62])[CH3:64].[Cl:65][CH2:66][Cl:67].[O:44]1[CH2:45][CH2:46][CH2:47][CH2:48]1.[nH:39]1[cH:40][n:41][n:42][n:43]1>>[C:1]([CH3:2])([CH3:3])([CH3:4])[O:5][C:6]([NH:7][C:8]([CH2:9][O:10][P:52](=[O:44])([O:53][C:54]([CH3:55])([CH3:56])[CH3:57])[O:58][C:59]([CH3:60])([CH3:61])[CH3:62])([CH3:11])[c:12]1[cH:13][c:14]2[cH:15][cH:16][c:17]([O:26][CH:27]3[CH2:28][CH2:29][CH:30]([CH:33]4[CH2:34][CH2:35][CH2:36][CH2:37]4)[CH2:31][CH2:32]3)[c:18]([C:22]([F:23])([F:24])[F:25])[c:19]2[cH:20][cH:21]1)=[O:38].